Dataset: the Open Reaction Database (ORD), a public repository of structured organic reaction records. Task: describe an organic reaction: reactants, conditions, products, and yield The reactants are [Br-], CC[P+](c1ccccc1)(c1ccccc1)c1ccccc1, CCOC(=O)C(=O)c1ccc(OC)c(OC)c1, CCOCC, CC=P(c1ccccc1)(c1ccccc1)c1ccccc1. Product: CC=C(C(=O)OCC)c1ccc(OC)c(OC)c1. RXN SMILES: [Br-:39].[CH2:40]([P+:41]([c:42]1[cH:43][cH:44][cH:45][cH:46][cH:47]1)([c:48]1[cH:49][cH:50][cH:51][cH:52][cH:53]1)[c:54]1[cH:55][cH:56][cH:57][cH:58][cH:59]1)[CH3:60].[CH3:22][O:23][c:24]1[cH:25][c:26]([C:32]([C:33](=[O:34])[O:35][CH2:36][CH3:37])=[O:38])[cH:27][cH:28][c:29]1[O:30][CH3:31].[CH3:61][CH2:62][O:63][CH2:64][CH3:65].[CH:1]([CH3:2])=[P:3]([c:4]1[cH:5][cH:6][cH:7][cH:8][cH:9]1)([c:10]1[cH:11][cH:12][cH:13][cH:14][cH:15]1)[c:16]1[cH:17][cH:18][cH:19][cH:20][cH:21]1>>[CH:1]([CH3:2])=[C:32]([c:26]1[cH:25][c:24]([O:23][CH3:22])[c:29]([O:30][CH3:31])[cH:28][cH:27]1)[C:33](=[O:34])[O:35][CH2:36][CH3:37]. Starting materials: C(#N)[C@H]1N2C([C@@H](C[C@@H]2CC1)NC(OC(C)(C)C)=O)=O (tert-butyl ((2R,5S,7aS)-5-cyano-3-oxohexahydropyrrolizin-2-yl)carbamate), C1(=CC=CC=C1)SC (thioanisole), FC(C(=O)O)(F)F (trifluoroacetic acid). Product: FC(C(=O)O)(F)F.N[C@H]1C(N2[C@@H](CC[C@H]2C1)C#N)=O ((3S,6R,7aS)-6-amino-5-oxohexahydropyrrolizine-3-carbonitrile trifluoroacetate). RXN SMILES: [C:1]([C@@H:3]1[CH2:10][CH2:9][C@@H:8]2[N:4]1[C:5](=[O:19])[C@H:6]([NH:11]C(=O)OC(C)(C)C)[CH2:7]2)#[N:2].C1(SC)C=CC=CC=1.[F:28][C:29]([F:34])([F:33])[C:30]([OH:32])=[O:31]>>[F:28][C:29]([F:34])([F:33])[C:30]([OH:32])=[O:31].[NH2:11][C@@H:6]1[CH2:7][C@H:8]2[N:4]([C@H:3]([C:1]#[N:2])[CH2:10][CH2:9]2)[C:5]1=[O:19] |f:3.4|. Reported procedure: 80 mg of tert-butyl ((2R,5S,7aS)-5-cyano-3-oxohexahydropyrrolizin-2-yl)carbamate were C reacted with 10% thioanisole in 1 ml of trifluoroacetic acid for 30 min. The solvents were then removed in vacuo, and the residue was stirred with diusopropyl ether. Procedure details: Sodium borohydride (0.304 g) was added to a solution of methyl 6-[bis-(tert-butoxycarbonyl)amino]-3-(2-formylfuran-3-yl)-2-(4-methylbenzenesulfonyloxy)-benzoate (Intermediate 6, 3.9 g) in ethanol (50 mL) and the mixture was stirred for 15 minutes. The mixture was evaporated to dryness and the residue was partitioned between ethyl acetate and water. The organic layer was separated, dried (Na2SO4) and filtered. The filtrate was evaporated to dryness to give methyl 6-[bis-(tert-butoxycarbonyl)amino... The solvent is C(C)O (ethanol). Yields the product C(C)(C)(C)OC(=O)N(C1=CC=C(C(=C1C(=O)OC)OS(=O)(=O)C1=CC=C(C=C1)C)C1=C(OC=C1)CO)C(=O)OC(C)(C)C (methyl 6-[bis-(tert-butoxycarbonyl)amino]-3-(2-hydroxymethylfuran-3-yl)-2-(4-methylbenzene-sulfonyloxy)benzoate). Reactants: [BH4-].[Na+] (Sodium borohydride), C(C)(C)(C)OC(=O)N(C1=CC=C(C(=C1C(=O)OC)OS(=O)(=O)C1=CC=C(C=C1)C)C1=C(OC=C1)C=O)C(=O)OC(C)(C)C (methyl 6-[bis-(tert-butoxycarbonyl)amino]-3-(2-formylfuran-3-yl)-2-(4-methylbenzenesulfonyloxy)-benzoate), C(C)(C)(C)OC(=O)N(C1=CC=C(C(=C1C(=O)OC)OS(=O)(=O)C1=CC=C(C=C1)C)C1=C(OC=C1)C=O)C(=O)OC(C)(C)C (methyl 6-[bis-(tert-butoxycarbonyl)amino]-3-(2-formylfuran-3-yl)-2-(4-methylbenzenesulfonyloxy)-benzoate). Yield: 97.6%. Reaction SMILES: [BH4-].[Na+].[C:3]([O:7][C:8]([N:10]([C:39]([O:41][C:42]([CH3:45])([CH3:44])[CH3:43])=[O:40])[C:11]1[C:16]([C:17]([O:19][CH3:20])=[O:18])=[C:15]([O:21][S:22]([C:25]2[CH:30]=[CH:29][C:28]([CH3:31])=[CH:27][CH:26]=2)(=[O:24])=[O:23])[C:14]([C:32]2[CH:36]=[CH:35][O:34][C:33]=2[CH:37]=[O:38])=[CH:13][CH:12]=1)=[O:9])([CH3:6])([CH3:5])[CH3:4]>C(O)C>[C:42]([O:41][C:39]([N:10]([C:8]([O:7][C:3]([CH3:6])([CH3:5])[CH3:4])=[O:9])[C:11]1[C:16]([C:17]([O:19][CH3:20])=[O:18])=[C:15]([O:21][S:22]([C:25]2[CH:30]=[CH:29][C:28]([CH3:31])=[CH:27][CH:26]=2)(=[O:24])=[O:23])[C:14]([C:32]2[CH:36]=[CH:35][O:34][C:33]=2[CH2:37][OH:38])=[CH:13][CH:12]=1)=[O:40])([CH3:44])([CH3:45])[CH3:43] |f:0.1|. Reaction conditions: time 15 minute. The reactants are CCCCOC(=O)Cl, [Na+], [Na], [Na], [OH-], O, O=C(O)CNCP(=O)(O)O. Yields the product CCCCOC(=O)N(CC(=O)O)CP(=O)(O)O. As a reaction SMILES: [Cl:13][C:14](=[O:15])[O:16][CH2:17][CH2:18][CH2:19][CH3:20].[Na+:22].[Na:11].[Na:12].[OH-:21].[OH2:23].[P:1](=[O:2])([OH:3])([OH:4])[CH2:5][NH:6][CH2:7][C:8](=[O:9])[OH:10]>>[P:1](=[O:2])([OH:3])([OH:4])[CH2:5][N:6]([CH2:7][C:8](=[O:9])[OH:10])[C:14](=[O:15])[O:16][CH2:17][CH2:18][CH2:19][CH3:20]. Starting materials: COC(=O)c1ccc2c(c1)OCCC2=O, CC#N, CC(C)O. Product: COC(=O)c1ccc2c(c1)OCCC2O. RXN SMILES: [C:1](=[O:2])([O:3][CH3:4])[c:5]1[cH:6][cH:7][c:8]2[c:13]([cH:14]1)[O:12][CH2:11][CH2:10][C:9]2=[O:15].[CH3:16][C:17]#[N:18].[CH:19]([OH:20])([CH3:21])[CH3:22]>>[C:1](=[O:2])([O:3][CH3:4])[c:5]1[cH:6][cH:7][c:8]2[c:13]([cH:14]1)[O:12][CH2:11][CH2:10][CH:9]2[OH:15].